From a dataset of the Open Reaction Database (ORD), a public repository of structured organic reaction records. describe an organic reaction: reactants, conditions, products, and yield The product is ClC=1C=C(C=CC1F)C1=NOC=C1CO (3-(3-chloro-4-fluorophenyl)-4-isoxazolylmethanol). Reactants: ClC=1C=C(C=CC1F)C1=NOC=C1C(=O)OCC (ethyl 3-(3-chloro-4-fluorophenyl)isoxazole-4-carboxylate), [H-].C(C(C)C)[Al+]CC(C)C (diisobutylaluminum hydride), Cl (hydrochloric acid). As a reaction SMILES: [Cl:1][C:2]1[CH:3]=[C:4]([C:9]2[C:13]([C:14](OCC)=[O:15])=[CH:12][O:11][N:10]=2)[CH:5]=[CH:6][C:7]=1[F:8].[H-].C([Al+]CC(C)C)C(C)C.Cl>O1CCCC1>[Cl:1][C:2]1[CH:3]=[C:4]([C:9]2[C:13]([CH2:14][OH:15])=[CH:12][O:11][N:10]=2)[CH:5]=[CH:6][C:7]=1[F:8] |f:1.2|. Conditions: time 30 minute. Yield: 96.6%. Run in O1CCCC1 (tetrahydrofuran). Procedure details: To a solution of ethyl 3-(3-chloro-4-fluorophenyl)isoxazole-4-carboxylate (9.70 g) in tetrahydrofuran (50 ml) was gently added diisobutylaluminum hydride (1.0 M tetrahydrofuran solution, 80 ml) at 0° C. and the mixture was stirred at room temperature for 30 min. The reaction mixture was poured into dilute hydrochloric acid, and the mixture was extracted with ethyl acetate. The ethyl acetate layer was washed with saturated brine, dried (MgSO4) and concentrated to give 3-(3-chloro-4-fluorophenyl)-... Yields the product ClC=1NC=C(N1)[N+](=O)[O-] (2-chloro-4-nitroimidazole). Reactants: Cl (hydrochloric acid), F[B-](F)(F)F.O=[N+]=O (Nitronium tetrafluoroborate), C(O)([O-])=O.[Na+] (sodium hydrogencarbonate), ClC=1NC=CN1 (2-chloroimidazole). Procedure: Nitronium tetrafluoroborate (398 mg) was dissolved in nitromethane (5 ml), next 2-chloroimidazole (205 mg) was added, the reaction mixture was stirred at a room temperature for 1 hour. The reaction mixture was neutralized with an aqueous solution of sodium hydrogencarbonate, then was turned back to acidic by adding hydrochloric acid, the separated 2-chloro-4-nitroimidazole (137 mg) was collected by filtration. The filtrate was extracted with ethyl acetate-methanol, the solid matter obtained from... Run in [N+](=O)([O-])C (nitromethane). RXN SMILES: F[B-](F)(F)F.[O:6]=[N+:7]=[O:8].[Cl:9][C:10]1[NH:11][CH:12]=[CH:13][N:14]=1.C(=O)([O-])O.[Na+].Cl>[N+](C)([O-])=O>[Cl:9][C:10]1[NH:11][CH:12]=[C:13]([N+:7]([O-:8])=[O:6])[N:14]=1 |f:0.1,3.4|. Reaction conditions: time 1 hour. The yield is 34.9%. The reactants are C(CCC)N(CCCC)CCCC (tributylamine), C(C)(=O)NC=1C=C(C=CC1C)C=CC(=O)N=[N+]=[N-] (3-(3-acetylamino-4-methyl-phenyl)-acryloyl azide), C1(=CC=CC=C1)OC1=CC=CC=C1 (diphenyl ether), C1(=CC=CC=C1)OC1=CC=CC=C1 (diphenyl ether), CCCCCC (hexane). Reaction conditions: time 2 hour. Product: CC1=C(C=C2C=CNC(C2=C1)=O)NC(C)=O (N-(7-Methyl-1-oxo-1,2-dihydro-isoquinolin-6-yl)-acetamide). RXN SMILES: C([N:5]([CH2:10]CCC)CCCC)CCC.[C:14]([NH:17][C:18]1[CH:19]=[C:20]([CH:25]=[CH:26]C(N=[N+]=[N-])=O)[CH:21]=[CH:22][C:23]=1[CH3:24])(=[O:16])[CH3:15].CCCCCC.C1([O:44]C2C=CC=CC=2)C=CC=CC=1>>[CH3:24][C:23]1[CH:22]=[C:21]2[C:20]([CH:25]=[CH:26][NH:5][C:10]2=[O:44])=[CH:19][C:18]=1[NH:17][C:14](=[O:16])[CH3:15]. Procedure: To a solution of diphenyl ether (250 mL) and tributylamine (11.9 mL, 49.9 mmol) at 220-240° C. is added a slurry of 3-(3-acetylamino-4-methyl-phenyl)-acryloyl azide (12.2 g, 49.9 mmol) in diphenyl ether. After 2 hours, the yellow solution is cooled to room temperature and poured over hexane (800 mL). A brown solid precipitates out and the title product (3.56 g, 16.5 mmol) is obtained as a light yellow solid by recrystallization from DMF/MeOH.